From a dataset of the Open Reaction Database (ORD), a public repository of structured organic reaction records. describe an organic reaction: reactants, conditions, products, and yield Yield: 53.1%. Run at temperature 60 celsius. Reported procedure: To a stirring solution of (±)-1,3,4,10b-tetrahydro-7-trifluoromethyl-pyrazino[2,1-a]isoindol-6(2H)-one (60 mg, 0.23 mmol) in water (1 mL) was added formic acid (0.22 mL, 5.9 mmol) and formaldehyde (190 mg, 2.3 mmol; 37% sol. in water). The reaction flask was sealed with a rubber septum (no nitrogen inlet) and warmed to 60° C. The reaction was maintained at this temperature for 24 h and was then cooled. The reaction was then diluted with saturated aqueous sodium bicarbonate, washed with ethyl ace... Starting materials: FC(C1=C2C(N3C(C2=CC=C1)CNCC3)=O)(F)F ((±)-1,3,4,10b-tetrahydro-7-trifluoromethyl-pyrazino[2,1-a]isoindol-6(2H)-one), C(=O)O (formic acid), C=O (formaldehyde). As a reaction SMILES: [F:1][C:2]([F:18])([F:17])[C:3]1[CH:11]=[CH:10][CH:9]=[C:8]2[C:4]=1[C:5](=[O:16])[N:6]1[CH2:15][CH2:14][NH:13][CH2:12][CH:7]12.[CH:19](O)=O.C=O>O.C(=O)(O)[O-].[Na+]>[CH3:19][N:13]1[CH2:14][CH2:15][N:6]2[C:5](=[O:16])[C:4]3[C:8]([CH:7]2[CH2:12]1)=[CH:9][CH:10]=[CH:11][C:3]=3[C:2]([F:17])([F:1])[F:18] |f:4.5|. Yields the product CN1CC2N(C(C3=C(C=CC=C23)C(F)(F)F)=O)CC1 ((±)-1,3,4,10b-tetrahydro-2-methyl-7-trifluoromethyl-pyrazino[2,1-a]isoindol-6(2H)-one). Solvent: O (water), C([O-])(O)=O.[Na+] (sodium bicarbonate).